From a dataset of the Open Reaction Database (ORD), a public repository of structured organic reaction records. describe an organic reaction: reactants, conditions, products, and yield Starting materials: C(C)(C)(C)[Si](OC1=C(C=C(C=C1)O[Si](C)(C)C(C)(C)C)CC=C(C(=O)O)CCC=C(CCC=C(C)C)C)(C)C ([2′-(2,5-bis[(tert.-butyldimethylsilyl)oxy]phenyl)ethylidene]-6,10-dimethyl-5,9-undecadienic acid), Cl (HCl), [F-].[K+] (potassium fluoride), Br (HBr). The solvent is CN(C)C=O (DMF). Run at time 24 hour. Yields the product CC(=CCC/C(=C/CC/C(=C/CC=1C=C(C=CC1O)O)/C(=O)O)/C)C (ganomycin B). The yield is 87.0%. RXN SMILES: C([Si](C)(C)[O:6][C:7]1[CH:12]=[CH:11][C:10]([O:13][Si](C(C)(C)C)(C)C)=[CH:9][C:8]=1[CH2:21][CH:22]=[C:23]([CH2:27][CH2:28][CH:29]=[C:30]([CH3:37])[CH2:31][CH2:32][CH:33]=[C:34]([CH3:36])[CH3:35])[C:24]([OH:26])=[O:25])(C)(C)C.[F-].[K+].Br.Cl>CN(C=O)C>[CH3:35][C:34]([CH3:36])=[CH:33][CH2:32][CH2:31]/[C:30](/[CH3:37])=[CH:29]/[CH2:28][CH2:27]/[C:23](/[C:24]([OH:26])=[O:25])=[CH:22]/[CH2:21][C:8]1[CH:9]=[C:10]([OH:13])[CH:11]=[CH:12][C:7]=1[OH:6] |f:1.2|. Reported procedure: To cleave off the tert.-butyidimethylsilyl groups, 0,10 g of [2′-(2,5-bis[(tert.-butyldimethylsilyl)oxy]phenyl)ethylidene]-6,10-dimethyl-5,9-undecadienic acid is dissolved in 10 ml of DMF together with 2 equivalents of anhydrous potassium fluoride and 0.2 equivalents of 48% aqueous HBr, followed by stirring at room temperature for 24 hours under an argon atmosphere. Then, 10 ml of 2.0 M aqueous HCl solution is added, and the reaction mixture is extracted three times with 15 ml each of ether. The... Reactants: IC1=CC=C(C=C1)C (4-iodotoluene), ClC1=C(N)C(=CC(=C1)F)F (2-chloro-4,6-difluoroaniline), cuprous iodide, C([O-])([O-])=O.[K+].[K+] (potassium carbonate). The reagents and catalysts are [Cu] (copper). Solvent: C=1(C(=CC=CC1)C)C (xylene), CCCCCCC (heptane). The product is ClC1=C(C(=CC(=C1)F)F)NC1=CC=C(C=C1)C (N-(2′-chloro-4′,6′-difluorophenyl)-4-methylaniline). Reaction SMILES: I[C:2]1[CH:7]=[CH:6][C:5]([CH3:8])=[CH:4][CH:3]=1.[Cl:9][C:10]1[CH:16]=[C:15]([F:17])[CH:14]=[C:13]([F:18])[C:11]=1[NH2:12].C(=O)([O-])[O-].[K+].[K+]>C1(C)C(C)=CC=CC=1.CCCCCCC.[Cu]>[Cl:9][C:10]1[CH:16]=[C:15]([F:17])[CH:14]=[C:13]([F:18])[C:11]=1[NH:12][C:2]1[CH:7]=[CH:6][C:5]([CH3:8])=[CH:4][CH:3]=1 |f:2.3.4|. Procedure details: A mixture of 4-iodotoluene (210 g, 0.96 mol), 2-chloro-4,6-difluoroaniline (204 g, 1.25 mol), copper powder (36 g, 0.57 mol), cuprous iodide (130 g, 0.68 mol), and potassium carbonate (118 g, 0.86 mol) in 500 ml of xylene is stirred vigorously and heated to reflux in a flask fitted with a Dean-Stark trap for 26 hours. After cooling to room temperature, the solids are filtered off, and the filter cake is washed with 100 ml of xylene. The solvents are evaporated under reduced pressure to give an o... Starting materials: C(C)C=1C=C(C=CC1)C1(C2CC3CC(CC1C3)C2)O (2-(3-ethylphenyl)-2-adamantanol), C[Si](C)(C)C#N (trimethylsilyl cyanide), C(=O)(O)[O-].[Na+] (NaHCO3), B(F)(F)F (BF3). The solvent is C(Cl)(Cl)Cl (CHCl3). Run at temperature 0 celsius, time 2 hour. Yields the product C(C)C=1C=C(C=CC1)C1(C2CC3CC(CC1C3)C2)C#N (2-(3-Ethylphenyl)-2-adamantanecarbonitrile). The yield is 11.5%. As a reaction SMILES: [CH2:1]([C:3]1[CH:4]=[C:5]([C:9]2(O)[CH:16]3[CH2:17][CH:12]4[CH2:13][CH:14]([CH2:18][CH:10]2[CH2:11]4)[CH2:15]3)[CH:6]=[CH:7][CH:8]=1)[CH3:2].C[Si]([C:24]#[N:25])(C)C.B(F)(F)F.C([O-])(O)=O.[Na+]>C(Cl)(Cl)Cl>[CH2:1]([C:3]1[CH:4]=[C:5]([C:9]2([C:24]#[N:25])[CH:16]3[CH2:17][CH:12]4[CH2:13][CH:14]([CH2:18][CH:10]2[CH2:11]4)[CH2:15]3)[CH:6]=[CH:7][CH:8]=1)[CH3:2] |f:3.4|. Reported procedure: A solution of 2-(3-ethylphenyl)-2-adamantanol (1.82 g, 7.14 mmol) in dry CHCl3 (5 mL) under argon, was treated with trimethylsilyl cyanide (1.00 mL, 7.5 mmol), cooled to 0° C., treated with BF3 etherate (1.10 mL, 8.57 mmol), allowed to warm to room temperature and stirred for 2 h. The mixture was treated with dilute NaHCO3 (10 mL), extracted with CHCl3 (2×10 mL), the combined extracts washed with water (10 mL), dried (MgSO4), concentrated in vacuo and purified by chromatography [SiO2; heptane-Et... The reactants are O=[V].Cl.Cl.Cl (vanadium oxytrichloride), Vanadates, CCCC[O-].CCCC[O-].CCCC[O-].O.[V] (butyl vanadate), N (ammonia). The solvent is C(CCC)O (butyl alcohol). Product: CCCC[O-].CCCC[O-].CCCC[O-].O.[V] (butyl vanadate), [Cl-].[NH4+] (ammonium chloride). RXN SMILES: [CH3:1][CH2:2][CH2:3][CH2:4][O-:5].[CH3:6][CH2:7][CH2:8][CH2:9][O-:10].[CH3:11][CH2:12][CH2:13][CH2:14][O-:15].[OH2:16].[V:17].O=[V].[ClH:20].Cl.Cl.[NH3:23]>C(O)CCC>[CH3:1][CH2:2][CH2:3][CH2:4][O-:5].[CH3:6][CH2:7][CH2:8][CH2:9][O-:10].[CH3:11][CH2:12][CH2:13][CH2:14][O-:15].[OH2:16].[V:17].[Cl-:20].[NH4+:23] |f:0.1.2.3.4,5.6.7.8,11.12.13.14.15,16.17|. Procedure: Vanadates, such as butyl vanadate, have been prepared by reacting vanadium oxytrichloride with an excess of butyl alcohol in the presence of ammonia to form butyl vanadate and ammonium chloride. The butyl vanadate solution was separated from the ammonium chloride crystals by filtration. However, since the crystalline ammonium chloride has a tendency to plug the filter, it is difficult to filter off the butyl vanadate. Moreover, the filtration step must be conducted in a closed system to prevent ... Starting materials: CC(=O)O, CCO, O=C(Nc1ccc(Sc2ccc(O)cc2)c([N+](=O)[O-])c1)c1ccccc1. The product is Nc1cc(NC(=O)c2ccccc2)ccc1Sc1ccc(O)cc1. As a reaction SMILES: [C:30]([OH:31])(=[O:32])[CH3:33].[CH3:27][CH2:28][OH:29].[OH:1][c:2]1[cH:3][cH:4][c:5]([S:8][c:9]2[c:10]([N+:24]([O-:25])=[O:26])[cH:11][c:12]([NH:15][C:16]([c:17]3[cH:18][cH:19][cH:20][cH:21][cH:22]3)=[O:23])[cH:13][cH:14]2)[cH:6][cH:7]1>>[OH:1][c:2]1[cH:3][cH:4][c:5]([S:8][c:9]2[c:10]([NH2:24])[cH:11][c:12]([NH:15][C:16]([c:17]3[cH:18][cH:19][cH:20][cH:21][cH:22]3)=[O:23])[cH:13][cH:14]2)[cH:6][cH:7]1.